This data is from the Open Reaction Database (ORD), a public repository of structured organic reaction records. The task is: describe an organic reaction: reactants, conditions, products, and yield The reactants are [NH4+].[Cl-] (NH4Cl), COC(=O)C=1N(C(=CC1)S(=O)(=O)N1CCC(CC1)SC1=CC(=C(C(=C1)C(C)(C)C)O)C(C)(C)C)C (5-[4-(3,5-di-tert-butyl-4-hydroxy-phenylsulfanyl)-piperidine-1-sulfonyl]-1-methyl-1H-pyrrole-2-carboxylic acid methyl ester), BrCCCO (3-bromo-propan-1-ol), C(=O)([O-])[O-].[K+].[K+] (K2CO3). Run in CN(C)C=O (DMF). Conditions: temperature 75 celsius. Yields the product Ethyl acetate hexanes, COC(=O)C=1N(C(=CC1)S(=O)(=O)N1CCC(CC1)SC1=CC(=C(C(=C1)C(C)(C)C)OCCCO)C(C)(C)C)C (5-{4-[3,5-di-tert-butyl-4-(3-hydroxy-propoxy)-phenylsulfanyl]-piperidine-1-sulfonyl}-1-methyl-1H-pyrrole-2-carboxylic acid methyl ester). The yield is 42.1%. RXN SMILES: [CH3:1][O:2][C:3]([C:5]1[N:6]([CH3:35])[C:7]([S:10]([N:13]2[CH2:18][CH2:17][CH:16]([S:19][C:20]3[CH:25]=[C:24]([C:26]([CH3:29])([CH3:28])[CH3:27])[C:23]([OH:30])=[C:22]([C:31]([CH3:34])([CH3:33])[CH3:32])[CH:21]=3)[CH2:15][CH2:14]2)(=[O:12])=[O:11])=[CH:8][CH:9]=1)=[O:4].Br[CH2:37][CH2:38][CH2:39][OH:40].C([O-])([O-])=O.[K+].[K+].[NH4+].[Cl-]>CN(C=O)C>[CH3:1][O:2][C:3]([C:5]1[N:6]([CH3:35])[C:7]([S:10]([N:13]2[CH2:18][CH2:17][CH:16]([S:19][C:20]3[CH:25]=[C:24]([C:26]([CH3:27])([CH3:28])[CH3:29])[C:23]([O:30][CH2:37][CH2:38][CH2:39][OH:40])=[C:22]([C:31]([CH3:34])([CH3:33])[CH3:32])[CH:21]=3)[CH2:15][CH2:14]2)(=[O:11])=[O:12])=[CH:8][CH:9]=1)=[O:4] |f:2.3.4,5.6|. Procedure: To 5-[4-(3,5-di-tert-butyl-4-hydroxy-phenylsulfanyl)-piperidine-1-sulfonyl]-1-methyl-1H-pyrrole-2-carboxylic acid methyl ester (Ex. 4a, 436 mg, 0.83 mmol) in 3 mL of DMF was added 3-bromo-propan-1-ol (127 mg, 0.91 mmol) and K2CO3 (343 mg, 2.5 mmol). The mixture was heated to 75° C. for 16 h. Upon cooling to room temperature it was poured into saturated NH4Cl (30 mL). The mixture was extracted with Ethyl acetate (3×30 mL) and the organic extracts were dried over Na2SO4 and concentrated under redu... The reactants are CCOC(=O)CC(=O)Nc1cc(Br)c(Oc2cc(C)c(O)c(C(C)C)c2)c(Br)c1C(F)(F)F, C1CCOC1, Cl, [Li+], [OH-]. Product: Cc1cc(Oc2c(Br)cc(NC(=O)CC(=O)O)c(C(F)(F)F)c2Br)cc(C(C)C)c1O. RXN SMILES: [CH2:1]([CH3:2])[O:3][C:4]([CH2:5][C:6](=[O:7])[NH:8][c:9]1[c:10]([C:29]([F:30])([F:31])[F:32])[c:11]([Br:28])[c:12]([O:16][c:17]2[cH:18][c:19]([CH3:27])[c:20]([OH:26])[c:21]([CH:23]([CH3:24])[CH3:25])[cH:22]2)[c:13]([Br:15])[cH:14]1)=[O:33].[CH2:37]1[O:38][CH2:39][CH2:40][CH2:41]1.[ClH:36].[Li+:35].[OH-:34]>>[O:3]=[C:4]([CH2:5][C:6](=[O:7])[NH:8][c:9]1[c:10]([C:29]([F:30])([F:31])[F:32])[c:11]([Br:28])[c:12]([O:16][c:17]2[cH:18][c:19]([CH3:27])[c:20]([OH:26])[c:21]([CH:23]([CH3:24])[CH3:25])[cH:22]2)[c:13]([Br:15])[cH:14]1)[OH:33]. The reactants are FC1=C(C(=CC=C1)F)C=1SC(=C(N1)C(NC=1C=NN(C1C=1CCN(CC1)C(=O)OC(C)(C)C)C)=O)NC(OC(C)(C)C)=O (tert-butyl 2-(2,6-difluorophenyl)-4-(1-methyl-5-(tert-butyloxycarbonyl-1,2,3,6-tetrahydropyridin-4-yl)-1H-pyrazol-4-ylcarbamoyl)thiazol-5-ylcarbamate), Cl (HCl). Run in CO (MeOH), O1CCOCC1 (1,4-dioxane). Product: NC1=C(N=C(S1)C1=C(C=CC=C1F)F)C(=O)NC=1C=NN(C1C=1CCNCC1)C (5-amino-2-(2,6-difluorophenyl)-N-(1-methyl-5-(1,2,3,6-tetrahydropyridin-4-yl)-1H-pyrazol-4-yl)thiazole-4-carboxamide). As a reaction SMILES: [F:1][C:2]1[CH:7]=[CH:6][CH:5]=[C:4]([F:8])[C:3]=1[C:9]1[S:10][C:11]([NH:36]C(=O)OC(C)(C)C)=[C:12]([C:14](=[O:35])[NH:15][C:16]2[CH:17]=[N:18][N:19]([CH3:34])[C:20]=2[C:21]2[CH2:22][CH2:23][N:24](C(OC(C)(C)C)=O)[CH2:25][CH:26]=2)[N:13]=1.Cl>CO.O1CCOCC1>[NH2:36][C:11]1[S:10][C:9]([C:3]2[C:2]([F:1])=[CH:7][CH:6]=[CH:5][C:4]=2[F:8])=[N:13][C:12]=1[C:14]([NH:15][C:16]1[CH:17]=[N:18][N:19]([CH3:34])[C:20]=1[C:21]1[CH2:22][CH2:23][NH:24][CH2:25][CH:26]=1)=[O:35]. Reported procedure: tert-butyl 2-(2,6-difluorophenyl)-4-(1-methyl-5-(tert-butyloxycarbonyl-1,2,3,6-tetrahydropyridin-4-yl)-1H-pyrazol-4-ylcarbamoyl)thiazol-5-ylcarbamate (0.10 g, 0.16 mmol) was dissolved in MeOH (3 mL) and HCl in 1,4-dioxane (4.0 The reactants are FC1=CC=C(COC=2C=C3CCN(C(C3=CC2)=O)C(C(=O)N)C)C=C1 (2-[6-(4-Fluoro-benzyloxy)-1-oxo-3,4-dihydro-1H-isoquinolin-2-yl]-propionamide). Reagents/catalysts: [Pd] (palladium on charcoal). The solvent is C(C)O (ethanol). Run at time 8 hour. Product: OC=1C=C2CCN(C(C2=CC1)=O)C(C(=O)N)C (2-(6-Hydroxy-1-oxo-3,4-dihydro-1H-isoquinolin-2-yl)-propionamide). Yield: 105.7%. As a reaction SMILES: FC1C=CC(C[O:7][C:8]2[CH:9]=[C:10]3[C:15](=[CH:16][CH:17]=2)[C:14](=[O:18])[N:13]([CH:19]([CH3:23])[C:20]([NH2:22])=[O:21])[CH2:12][CH2:11]3)=CC=1>C(O)C.[Pd]>[OH:7][C:8]1[CH:9]=[C:10]2[C:15](=[CH:16][CH:17]=1)[C:14](=[O:18])[N:13]([CH:19]([CH3:23])[C:20]([NH2:22])=[O:21])[CH2:12][CH2:11]2. Reported procedure: 2-[6-(4-Fluoro-benzyloxy)-1-oxo-3,4-dihydro-1H-isoquinolin-2-yl]-propionamide (example 10) (3 g, 8.76 mmol) was solved in dry ethanol (150 mL) and under an argon flow, palladium on charcoal 10% was added (93 mg, 0.0876 mmol). The argon was evacuated and replaced by hydrogen. The reaction mixture was stirred overnight and after evacuation of the hydrogen and replacement by argon the system was opened and the reaction filtrated to remove the palladium and concentrated. After concentration the comp...